Task: describe an organic reaction: reactants, conditions, products, and yield. Dataset: the Open Reaction Database (ORD), a public repository of structured organic reaction records Reactants: CC(=O)c1c[nH]c2ccccc12, CS(C)=O, [Cl-], [K+], [NH4+], [OH-], O, O=S(=O)(Cl)c1ccccc1. Product: CC(=O)c1cn(S(=O)(=O)c2ccccc2)c2ccccc12. RXN SMILES: [C:1]([CH3:2])(=[O:3])[c:4]1[cH:5][nH:6][c:7]2[cH:8][cH:9][cH:10][cH:11][c:12]12.[CH3:27][S:28](=[O:29])[CH3:30].[Cl-:25].[K+:14].[NH4+:26].[OH-:13].[OH2:31].[c:15]1([S:21](=[O:22])(=[O:23])[Cl:24])[cH:16][cH:17][cH:18][cH:19][cH:20]1>>[C:1]([CH3:2])(=[O:3])[c:4]1[cH:5][n:6]([S:21]([c:15]2[cH:16][cH:17][cH:18][cH:19][cH:20]2)(=[O:22])=[O:23])[c:7]2[cH:8][cH:9][cH:10][cH:11][c:12]12. Starting materials: C#CCBr, CC(C)(C)OC(=O)N1CCCc2onc(O)c2C1. RXN SMILES: [CH2:19]([C:20]#[CH:21])[Br:22].[OH:1][c:2]1[n:3][o:4][c:5]2[c:6]1[CH2:7][N:8]([C:12](=[O:13])[O:14][C:15]([CH3:16])([CH3:17])[CH3:18])[CH2:9][CH2:10][CH2:11]2>>[O:1]([c:2]1[n:3][o:4][c:5]2[c:6]1[CH2:7][N:8]([C:12](=[O:13])[O:14][C:15]([CH3:16])([CH3:17])[CH3:18])[CH2:9][CH2:10][CH2:11]2)[CH2:21][C:20]#[CH:19]. The product is C#CCOc1noc2c1CN(C(=O)OC(C)(C)C)CCC2. The reactants are Cl.NCC=1C=C(C(=O)OC)C=CC1 (methyl 3-aminomethylbenzoate hydrochloride), [OH-].[Na+] (sodium hydroxide), Dowex-H+. Reaction conditions: time 4 hour. The product is O.NCC=1C=C(C(=O)O)C=CC1 (3-Aminomethylbenzoic acid hydrate). Yield: 96.5%. As a reaction SMILES: Cl.[NH2:2][CH2:3][C:4]1[CH:5]=[C:6]([CH:11]=[CH:12][CH:13]=1)[C:7]([O:9]C)=[O:8].[OH-].[Na+]>>[OH2:8].[NH2:2][CH2:3][C:4]1[CH:5]=[C:6]([CH:11]=[CH:12][CH:13]=1)[C:7]([OH:9])=[O:8] |f:0.1,2.3,4.5|. Procedure: A mixture of methyl 3-aminomethylbenzoate hydrochloride (2.014 g, 0.0098 mol) in 1N sodium hydroxide (25 mL, 0.025 mol) was stirred at room temperature for 4 h. The mixture was neutralized with Dowex-H+ resin. The mixture was filtered and acetone (400 mL) was added to the filtrate. The white precipitate was collected by filtration and recrystallized from water-acetone to give 0.80 g of the title compound as a white powder, mp 278°-280° C.